From a dataset of the Open Reaction Database (ORD), a public repository of structured organic reaction records. describe an organic reaction: reactants, conditions, products, and yield The reactants are ClC1=CC=C(C=C1)C(C=C[Sn](CCCC)(CCCC)CCCC)(C)C (3-(4-chlorophenyl)-3-methyl-1-tributylstannyl-1-butene), C(C)(=O)[O-].C(C)(=O)[O-].C(C)(=O)[O-].C(C)(=O)[O-].[Pb+4] (lead tetraacetate). Solvent: C(C)(=O)OC(C)=O (acetic anhydride), CCCCC (pentane). Reaction conditions: time 18 hour. Yields the product ClC1=CC=C(C=C1)C(C#C)(C)C (3-(4-chlorophenyl)-3-methyl-1-butyne). The yield is 72.4%. Reaction SMILES: [Cl:1][C:2]1[CH:7]=[CH:6][C:5]([C:8]([CH3:25])([CH3:24])[CH:9]=[CH:10][Sn](CCCC)(CCCC)CCCC)=[CH:4][CH:3]=1.C([O-])(=O)C.C([O-])(=O)C.C([O-])(=O)C.C([O-])(=O)C.[Pb+4]>C(OC(=O)C)(=O)C.CCCCC>[Cl:1][C:2]1[CH:7]=[CH:6][C:5]([C:8]([CH3:25])([CH3:24])[C:9]#[CH:10])=[CH:4][CH:3]=1 |f:1.2.3.4.5|. Reported procedure: A mixture of 4.0 grams (0.0085 mole) of 3-(4-chlorophenyl)-3-methyl-1-tributylstannyl-1-butene and 4.3 grams (0.0096 mole) of lead tetraacetate in 30 mL of anhydrous acetic anhydride is stirred at ambient temperature for about 18 hours. After this time, the reaction mixture is diluted to 100 mL with pentane. The mixture was then filtered through a pad of diatomaceous earth. The pad of diatomaceous earth is washed with about 300 mL of pentane. The wash and the filtrate are combined and concentrat... Starting materials: C#CCO, CC(C)=CCBr, C1CCOC1. Product: C#CCOCC=C(C)C. Reaction SMILES: [CH2:1]([C:2]#[CH:3])[OH:4].[CH3:5][C:6](=[CH:7][CH2:8][Br:9])[CH3:10].[O:11]1[CH2:12][CH2:13][CH2:14][CH2:15]1>>[CH2:1]([C:2]#[CH:3])[O:4][CH2:8][CH:7]=[C:6]([CH3:5])[CH3:10]. Starting materials: C[C@@H]1CC[C@H](CC1)NC(CCCCC1=CC(=C(C=C1)O)OC)=O (N-(trans-4-methylcyclohexyl)-5-(4-hydroxy-3-methoxyphenyl)valeramide), C([O-])([O-])=O.[K+].[K+] (potassium carbonate), BrCCCl (1-bromo-2-chloroethane). The solvent is CC(=O)CC(C)C (methylisobutylketone). Product: C[C@@H]1CC[C@H](CC1)NC(CCCCC1=CC(=C(C=C1)OCCCl)OC)=O (N-(trans-4-methylcyclohexyl)-5-[4-(2-chloroethoxy)-3-methoxyphenyl]valeramide). Reaction SMILES: [CH3:1][C@H:2]1[CH2:7][CH2:6][C@H:5]([NH:8][C:9](=[O:23])[CH2:10][CH2:11][CH2:12][CH2:13][C:14]2[CH:19]=[CH:18][C:17]([OH:20])=[C:16]([O:21][CH3:22])[CH:15]=2)[CH2:4][CH2:3]1.C(=O)([O-])[O-].[K+].[K+].Br[CH2:31][CH2:32][Cl:33]>CC(CC(C)C)=O>[CH3:1][C@H:2]1[CH2:7][CH2:6][C@H:5]([NH:8][C:9](=[O:23])[CH2:10][CH2:11][CH2:12][CH2:13][C:14]2[CH:19]=[CH:18][C:17]([O:20][CH2:31][CH2:32][Cl:33])=[C:16]([O:21][CH3:22])[CH:15]=2)[CH2:4][CH2:3]1 |f:1.2.3|. Procedure: Using 2.3 g of N-(trans-4-methylcyclohexyl)-5-(4-hydroxy-3-methoxyphenyl)valeramide (Example 118), 100 ml of methylisobutylketone, 5 g of potassium carbonate, and 4 ml of 1-bromo-2-chloroethane, a reaction similar to that conducted in Example 106 was carried out. As a result, 2.1 g of N-(trans-4-methylcyclohexyl)-5-[4-(2-chloroethoxy)-3-methoxyphenyl]valeramide (a compound of the present invention) was obtained as a pale yellow oil, which had the following physiochemical properties: Starting materials: CC(C)(C)N(C(=O)[O-])C(Cc1ccc(C(F)(F)F)cc1)C(O)c1cccc(Cl)n1, O=C(O)C(F)(F)F. The product is NC(Cc1ccc(C(F)(F)F)cc1)C(O)c1cccc(Cl)n1. Reaction SMILES: [CH3:1][C:2]([N:5]([C:3](=[O:4])[O-:6])[CH:9]([CH:10]([OH:11])[c:12]1[n:13][c:14]([Cl:18])[cH:15][cH:16][cH:17]1)[CH2:19][c:20]1[cH:21][cH:22][c:23]([C:26]([F:27])([F:28])[F:29])[cH:24][cH:25]1)([CH3:7])[CH3:8].[OH:30][C:31]([C:32]([F:33])([F:34])[F:35])=[O:36]>>[NH2:5][CH:9]([CH:10]([OH:11])[c:12]1[n:13][c:14]([Cl:18])[cH:15][cH:16][cH:17]1)[CH2:19][c:20]1[cH:21][cH:22][c:23]([C:26]([F:27])([F:28])[F:29])[cH:24][cH:25]1. Reactants: FC1=CC=C(C=C1)[C@@H](CC(=O)N[C@H]1CC2=CC=C(C=C2CC1)C=O)NS(=O)(=O)C1=CC(=CC=C1)C(F)(F)F (3-(R)-(4-fluoro-phenyl)-N-(6-formyl-1,2,3,4-tetrahydro-naphthalen-2-(R)-yl)-3-(3-trifluoromethyl-benzenesulfonylamino)-propionamide), C(=C)C=1C=C2CC[C@H](CC2=CC1)N ((6-vinyl-1,2,3,4-tetrahydro-naphthalen-2-(R)-yl)-amine), C=1C=CC2=C(C1)N=NN2O (HOBt), C(CCl)Cl (EDC). Solvent: CN(C)C=O (DMF). Yields the product FC1=CC=C(C=C1)[C@@H](CC(=O)N[C@H]1CC2=CC=C(C=C2CC1)C=C)NS(=O)(=O)C1=CC(=CC=C1)C(F)(F)F (3-(R)-(4-fluoro-phenyl)-3-(3-trifluoromethyl-benzenesulfonylamino)-N-(6-vinyl-1,2,3,4-tetrahydro-naphthalen-2-(R)-yl)-propionamide). As a reaction SMILES: [F:1][C:2]1[CH:7]=[CH:6][C:5]([C@H:8]([NH:25][S:26]([C:29]2[CH:34]=[CH:33][CH:32]=[C:31]([C:35]([F:38])([F:37])[F:36])[CH:30]=2)(=[O:28])=[O:27])[CH2:9][C:10]([NH:12][C@@H:13]2[CH2:22][CH2:21][C:20]3[C:15](=[CH:16][CH:17]=[C:18]([CH:23]=O)[CH:19]=3)[CH2:14]2)=[O:11])=[CH:4][CH:3]=1.[CH:39](C1C=C2C(=CC=1)C[C@H](N)CC2)=C.C1C=CC2N(O)N=NC=2C=1.C(Cl)CCl>CN(C=O)C>[F:1][C:2]1[CH:3]=[CH:4][C:5]([C@H:8]([NH:25][S:26]([C:29]2[CH:34]=[CH:33][CH:32]=[C:31]([C:35]([F:38])([F:36])[F:37])[CH:30]=2)(=[O:27])=[O:28])[CH2:9][C:10]([NH:12][C@@H:13]2[CH2:22][CH2:21][C:20]3[C:15](=[CH:16][CH:17]=[C:18]([CH:23]=[CH2:39])[CH:19]=3)[CH2:14]2)=[O:11])=[CH:6][CH:7]=1. Procedure details: A solution of 3-(R)-(4-fluoro-phenyl)-N-(6-formyl-1,2,3,4-tetrahydro-naphthalen-2-(R)-yl)-3-(3-trifluoromethyl-benzenesulfonylamino)-propionamide (391 mg, 1 mmol), crude (6-vinyl-1,2,3,4-tetrahydro-naphthalen-2-(R)-yl)-amine (190 mg, 1.1 mmol), HOBt (135 mg, 1 mmol) and EDC (191 mg, 1 mmol) in 2 mL of DMF was stirred overnight at RT. After quenching with Sat. NaHCO3 solution, the reaction mixture was extracted with EtOAc. The combined organic phase was washed brine, dried over Na2SO4, and evapor... Starting materials: ClC(Cl)Cl, ClCSc1ncc(Cl)cn1, O=C(OO)c1cccc(Cl)c1. Product: O=S(CCl)c1ncc(Cl)cn1. Reaction SMILES: [CH:22]([Cl:23])([Cl:24])[Cl:25].[Cl:12][CH2:13][S:14][c:15]1[n:16][cH:17][c:18]([Cl:21])[cH:19][n:20]1.[Cl:1][c:2]1[cH:3][cH:4][cH:5][c:6]([C:7]([O:8][OH:10])=[O:9])[cH:11]1>>[O:9]=[S:14]([CH2:13][Cl:12])[c:15]1[n:16][cH:17][c:18]([Cl:21])[cH:19][n:20]1.